This data is from the Open Reaction Database (ORD), a public repository of structured organic reaction records. The task is: describe an organic reaction: reactants, conditions, products, and yield The reactants are B, C1CCOC1, Nc1cc(Oc2ccc(C(=O)O)nc2)ccc1F. Product: Nc1cc(Oc2ccc(CO)nc2)ccc1F. Reaction SMILES: [BH3:19].[CH2:20]1[O:21][CH2:22][CH2:23][CH2:24]1.[NH2:1][c:2]1[cH:3][c:4]([O:5][c:6]2[cH:7][cH:8][c:9]([C:12](=[O:13])[OH:14])[n:10][cH:11]2)[cH:15][cH:16][c:17]1[F:18]>>[NH2:1][c:2]1[cH:3][c:4]([O:5][c:6]2[cH:7][cH:8][c:9]([CH2:12][OH:13])[n:10][cH:11]2)[cH:15][cH:16][c:17]1[F:18].